Dataset: the Open Reaction Database (ORD), a public repository of structured organic reaction records. Task: describe an organic reaction: reactants, conditions, products, and yield Yield: 62.4%. The reagents and catalysts are C=1C=CC(=CC1)[P](C=2C=CC=CC2)(C=3C=CC=CC3)[Pd]([P](C=4C=CC=CC4)(C=5C=CC=CC5)C=6C=CC=CC6)([P](C=7C=CC=CC7)(C=8C=CC=CC8)C=9C=CC=CC9)[P](C=1C=CC=CC1)(C=1C=CC=CC1)C=1C=CC=CC1 (Pd(PPh3)4). Starting materials: C1=CC=C(C=2SC3=C(C21)C=CC=C3)B(O)O (dibenzo[b,d]thiophen-4-boronic acid), BrC=1C=C(C=CC1)[Si](C1=CC=CC=C1)(C1=CC=CC=C1)C1=CC(=CC=C1)Br (bis(3-bromophenyl)diphenylsilane), C([O-])([O-])=O.[K+].[K+] (potassium carbonate). Solvent: C1(=CC=CC=C1)C (toluene), O (water). RXN SMILES: [CH:1]1[C:9]2[C:8]3[CH:10]=[CH:11][CH:12]=[CH:13][C:7]=3[S:6][C:5]=2[C:4](B(O)O)=[CH:3][CH:2]=1.Br[C:18]1[CH:19]=[C:20]([Si:24]([C:37]2[CH:42]=[CH:41][CH:40]=[C:39]([Br:43])[CH:38]=2)([C:31]2[CH:36]=[CH:35][CH:34]=[CH:33][CH:32]=2)[C:25]2[CH:30]=[CH:29][CH:28]=[CH:27][CH:26]=2)[CH:21]=[CH:22][CH:23]=1.C(=O)([O-])[O-].[K+].[K+]>C1(C)C=CC=CC=1.O.C1C=CC([P]([Pd]([P](C2C=CC=CC=2)(C2C=CC=CC=2)C2C=CC=CC=2)([P](C2C=CC=CC=2)(C2C=CC=CC=2)C2C=CC=CC=2)[P](C2C=CC=CC=2)(C2C=CC=CC=2)C2C=CC=CC=2)(C2C=CC=CC=2)C2C=CC=CC=2)=CC=1>[Br:43][C:39]1[CH:38]=[C:37]([Si:24]([C:31]2[CH:32]=[CH:33][CH:34]=[C:35]([C:4]3[C:5]4[S:6][C:7]5[CH:13]=[CH:12][CH:11]=[CH:10][C:8]=5[C:9]=4[CH:1]=[CH:2][CH:3]=3)[CH:36]=2)([C:20]2[CH:19]=[CH:18][CH:23]=[CH:22][CH:21]=2)[C:25]2[CH:30]=[CH:29][CH:28]=[CH:27][CH:26]=2)[CH:42]=[CH:41][CH:40]=1 |f:2.3.4,^1:61,63,82,101|. Product: BrC=1C=C(C=CC1)[Si](C1=CC=CC=C1)(C1=CC=CC=C1)C1=CC(=CC=C1)C1=CC=CC2=C1SC1=C2C=CC=C1 ((3-bromophenyl)(3-(dibenzo[b,d]thiophen-4-yl)phenyl)diphenylsilane). Procedure: A mixture solution of dibenzo[b,d]thiophen-4-boronic acid (1.84 g, 8.04 mmol), bis(3-bromophenyl)diphenylsilane (9.97 g, 20.17 mmol), Pd(PPh3)4 (0.19 g, 0.16 mmol) and potassium carbonate (6.69 g, 48.4 mmol,) in toluene (60 mL) and water (20 mL) was heated at 100° C. under nitrogen overnight. After cooling to room temperature, the reaction mixture was quenched with water, extracted with DCM, washed with brine and water, and dried over Na2SO4. Upon evaporation of the solvent, the residue was puri... Reactants: CC(C)C(NC(=O)OC(C)(C)C)C(=O)NC(CCC(=O)OCc1ccccc1)C(N)=O, CO, [Pd]. Product: CC(C)C(NC(=O)OC(C)(C)C)C(=O)NC(CCC(=O)O)C(N)=O. As a reaction SMILES: [C:1]([CH3:2])([CH3:3])([CH3:4])[O:5][C:6](=[O:7])[NH:8][CH:9]([CH:10]([CH3:11])[CH3:12])[C:13](=[O:14])[NH:15][CH:16]([CH2:17][CH2:18][C:19](=[O:20])[O:21][CH2:22][c:23]1[cH:24][cH:25][cH:26][cH:27][cH:28]1)[C:29]([NH2:30])=[O:31].[CH3:32][OH:33].[Pd:34]>>[C:1]([CH3:2])([CH3:3])([CH3:4])[O:5][C:6](=[O:7])[NH:8][CH:9]([CH:10]([CH3:11])[CH3:12])[C:13](=[O:14])[NH:15][CH:16]([CH2:17][CH2:18][C:19](=[O:20])[OH:21])[C:29]([NH2:30])=[O:31].